Dataset: the Open Reaction Database (ORD), a public repository of structured organic reaction records. Task: describe an organic reaction: reactants, conditions, products, and yield Reactants: C1(CCCC1)N1CCN(CC1)C(=O)C=1C=C2C=C(NC2=CC1)C(=O)N1CCS(CC1)(=O)=O ([5-(4-Cyclopentyl-piperazine-1-carbonyl)-1H-indol-2-yl]-(1,1-dioxo-thiomorpholin-4-yl)-methanone), ClC1=CC=C(C=C1)B(O)O (4-chlorophenylboronic acid), N1=CC=CC=C1 (pyridine). Reagents/catalysts: C(C)(=O)[O-].[Cu+2].C(C)(=O)[O-] (copper(II) acetate). Run in ClCCl (dichloromethane). Product: ClC1=CC=C(C=C1)N1C(=CC2=CC(=CC=C12)C(=O)N1CCN(CC1)C1CCCC1)C(=O)N1CCS(CC1)(=O)=O ([1-(4-Chloro-phenyl)-5-(4-cyclopentyl-piperazine-1-carbonyl)-1H-indol-2-yl]-(1,1-dioxo-thiomorpholin-4-yl)-methanone). Yield: 34.0%. RXN SMILES: [CH:1]1([N:6]2[CH2:11][CH2:10][N:9]([C:12]([C:14]3[CH:15]=[C:16]4[C:20](=[CH:21][CH:22]=3)[NH:19][C:18]([C:23]([N:25]3[CH2:30][CH2:29][S:28](=[O:32])(=[O:31])[CH2:27][CH2:26]3)=[O:24])=[CH:17]4)=[O:13])[CH2:8][CH2:7]2)[CH2:5][CH2:4][CH2:3][CH2:2]1.[Cl:33][C:34]1[CH:39]=[CH:38][C:37](B(O)O)=[CH:36][CH:35]=1.N1C=CC=CC=1>ClCCl.C([O-])(=O)C.[Cu+2].C([O-])(=O)C>[Cl:33][C:34]1[CH:39]=[CH:38][C:37]([N:19]2[C:20]3[C:16](=[CH:15][C:14]([C:12]([N:9]4[CH2:8][CH2:7][N:6]([CH:1]5[CH2:2][CH2:3][CH2:4][CH2:5]5)[CH2:11][CH2:10]4)=[O:13])=[CH:22][CH:21]=3)[CH:17]=[C:18]2[C:23]([N:25]2[CH2:30][CH2:29][S:28](=[O:31])(=[O:32])[CH2:27][CH2:26]2)=[O:24])=[CH:36][CH:35]=1 |f:4.5.6|. Reported procedure: The title compound was synthesized in analogy to example 66, from [5-(4-cyclopentyl-piperazine-1-carbonyl)-1H-indol-2-yl]-(1,1-dioxo-thiomorpholin-4-yl)-methanone (example 34), 4-chlorophenylboronic acid, copper(II) acetate and pyridine in dichloromethane, to give the desired product as a colorless solid (34%). Starting materials: O1C(OCC1)C=1C=C(C(=NC1)F)C1=NC(=NC(=N1)C)N(CC1=CC=C(C=C1)OC)CC1=CC=C(C=C1)OC (4-(5-(1,3-dioxolan-2-yl)-2-fluoropyridin-3-yl)-N,N-bis(4-methoxybenzyl)-6-methyl-1,3,5-triazin-2-amine), N#N (N2), COC1=CC=C(C=N1)N (6-methoxypyridin-3-amine), [Li+].C[Si](C)(C)[N-][Si](C)(C)C (LiHMDS), solution. Run in C(Cl)Cl (DCM), C1CCOC1 (THF), C1=CC=CC=C1 (benzene), C1CCOC1 (THF). Run at time 8 hour. Product: COC1=CC=C(CN(C2=NC(=NC(=N2)C)C=2C(=NC=C(C=O)C2)NC=2C=NC(=CC2)OC)CC2=CC=C(C=C2)OC)C=C1 (5-(4-(bis(4-methoxybenzyl)amino)-6-methyl-1,3,5-triazin-2-yl)-6-(6-methoxypyridin-3-ylamino)nicotinaldehyde). Yield: 61.0%. Reaction SMILES: O1CC[O:3][CH:2]1[C:6]1[CH:7]=[C:8]([C:13]2[N:18]=[C:17]([CH3:19])[N:16]=[C:15]([N:20]([CH2:30][C:31]3[CH:36]=[CH:35][C:34]([O:37][CH3:38])=[CH:33][CH:32]=3)[CH2:21][C:22]3[CH:27]=[CH:26][C:25]([O:28][CH3:29])=[CH:24][CH:23]=3)[N:14]=2)[C:9](F)=[N:10][CH:11]=1.N#N.[CH3:41][O:42][C:43]1[N:48]=[CH:47][C:46]([NH2:49])=[CH:45][CH:44]=1.[Li+].C[Si]([N-][Si](C)(C)C)(C)C>C1C=CC=CC=1.C1COCC1.C(Cl)Cl>[CH3:29][O:28][C:25]1[CH:24]=[CH:23][C:22]([CH2:21][N:20]([CH2:30][C:31]2[CH:36]=[CH:35][C:34]([O:37][CH3:38])=[CH:33][CH:32]=2)[C:15]2[N:16]=[C:17]([CH3:19])[N:18]=[C:13]([C:8]3[C:9]([NH:49][C:46]4[CH:47]=[N:48][C:43]([O:42][CH3:41])=[CH:44][CH:45]=4)=[N:10][CH:11]=[C:6]([CH:7]=3)[CH:2]=[O:3])[N:14]=2)=[CH:27][CH:26]=1 |f:3.4|. Procedure details: A stock solution of 4-(5-(1,3-dioxolan-2-yl)-2-fluoropyridin-3-yl)-N,N-bis(4-methoxybenzyl)-6-methyl-1,3,5-triazin-2-amine (Example 143, Step 1) (5.85 g, 11.30 mmol) in benzene (50 mL) contained in a 250 mL round-bottomed flask with stir bar was frozen and lyophilized overnight (pale yellow solid obtained). The flask was opened to N2 and THF (50 mL) was added followed by 6-methoxypyridin-3-amine (1.332 mL, 12.43 mmol). The solution was cooled in an ice bath and LiHMDS (44 mL of a 1.0 M solution ...